Dataset: the Open Reaction Database (ORD), a public repository of structured organic reaction records. Task: describe an organic reaction: reactants, conditions, products, and yield Reactants: C(C1=CC=CC=C1)C1=NC(=CC=C1OCOC)[Sn](CCCC)(CCCC)CCCC ((2-benzyl-3-methoxymethyloxy-6-pyridyl)tributyltin), COCOC1=C(C=CC=C1)I (2-methoxymethyloxyiodobenzene). The reagents and catalysts are C=1C=CC(=CC1)[P](C=2C=CC=CC2)(C=3C=CC=CC3)[Pd]([P](C=4C=CC=CC4)(C=5C=CC=CC5)C=6C=CC=CC6)([P](C=7C=CC=CC7)(C=8C=CC=CC8)C=9C=CC=CC9)[P](C=1C=CC=CC1)(C=1C=CC=CC1)C=1C=CC=CC1 (tetrakis(triphenylphosphine)palladium(0)). The solvent is C=1(C(=CC=CC1)C)C (xylene). Reaction conditions: time 8 hour. Yields the product C(C1=CC=CC=C1)C1=NC(=CC=C1O)C1=C(C=CC=C1)O (2-Benzyl-3-hydroxy-6-(2-hydroxyphenyl)pyridine). Yield: 15.9%. Reaction SMILES: [CH2:1]([C:8]1[C:13]([O:14]COC)=[CH:12][CH:11]=[C:10]([Sn](CCCC)(CCCC)CCCC)[N:9]=1)[C:2]1[CH:7]=[CH:6][CH:5]=[CH:4][CH:3]=1.COC[O:34][C:35]1[CH:40]=[CH:39][CH:38]=[CH:37][C:36]=1I>C1C=CC([P]([Pd]([P](C2C=CC=CC=2)(C2C=CC=CC=2)C2C=CC=CC=2)([P](C2C=CC=CC=2)(C2C=CC=CC=2)C2C=CC=CC=2)[P](C2C=CC=CC=2)(C2C=CC=CC=2)C2C=CC=CC=2)(C2C=CC=CC=2)C2C=CC=CC=2)=CC=1.C1(C)C(C)=CC=CC=1>[CH2:1]([C:8]1[C:13]([OH:14])=[CH:12][CH:11]=[C:10]([C:36]2[CH:37]=[CH:38][CH:39]=[CH:40][C:35]=2[OH:34])[N:9]=1)[C:2]1[CH:3]=[CH:4][CH:5]=[CH:6][CH:7]=1 |^1:45,47,66,85|. Procedure details: A mixture of 641 mg of (2-benzyl-3-methoxymethyloxy-6-pyridyl)tributyltin (Production Example 18), 327 mg of 2-methoxymethyloxyiodobenzene (Production Example 20), 71.6 mg of tetrakis(triphenylphosphine)palladium(0) and 7 ml of xylene was heated under refluxed for one hour in nitrogen atmosphere. After cooling as it was, the mixture was filtered through silica gel and the solvent was removed. To the residue was added 2 ml of trifluoroacetic acid, followed by stirring at room temperature overnigh... Starting materials: Cl, N#CO[K], Nc1ccc(OCCn2ccnc2)cc1, O. Yields the product NC(=O)Nc1ccc(OCCn2ccnc2)cc1. RXN SMILES: [ClH:20].[K:16][O:17][C:18]#[N:19].[NH2:1][c:2]1[cH:3][cH:4][c:5]([O:6][CH2:7][CH2:8][n:9]2[cH:10][n:11][cH:12][cH:13]2)[cH:14][cH:15]1.[OH2:21]>>[NH:1]([c:2]1[cH:3][cH:4][c:5]([O:6][CH2:7][CH2:8][n:9]2[cH:10][n:11][cH:12][cH:13]2)[cH:14][cH:15]1)[C:18](=[O:17])[NH2:19].